This data is from the Open Reaction Database (ORD), a public repository of structured organic reaction records. The task is: describe an organic reaction: reactants, conditions, products, and yield Reactants: 3, N(=[N+]=[N-])[C@H]1[C@H](OCCCCCN(C(=O)OCC2=CC=CC=C2)CC2=CC=CC=C2)O[C@@H]([C@H]([C@@H]1OCC1=CC2=CC=CC=C2C=C1)O)COCC1=CC=CC=C1 (N-Benzyl-N-benzyloxycarbonyl-5-aminopentyl 2-azido-6-O-benzyl-2-deoxy-3-O-(2-napthyl-methyl)-β-D-glucopyranoside), C1CC(=O)N(C1=O)I (NIS), [Si](C)(C)(C)OS(=O)(=O)C(F)(F)F (TMSOTf). Run in ClCCl (dichloromethane). Reaction conditions: time 30 minute. The product is C(C)(=O)O[C@H]1[C@@H](O[C@@H]([C@@H]([C@@H]1OCC1=CC=CC=C1)OCC1=CC=CC=C1)COCC1=CC=CC=C1)O[C@H]1[C@@H]([C@H]([C@@H](OCCCCCN(C(=O)OCC2=CC=CC=C2)CC2=CC=CC=C2)O[C@@H]1COCC1=CC=CC=C1)N=[N+]=[N-])OCC1=CC2=CC=CC=C2C=C1 (N-Benzyl-N-benzyloxycarbonyl-5-aminopentyl 2-O-acetyl-3,4,6-tri-O-benzyl-β-D-galacto-pyranosyl-(1→4)-2-azido-6-O-benzyl-2-deoxy-3-O-(2-naphthylmethyl)-α-D-glucopyrano-side). The yield is 170.1%. RXN SMILES: [N:1]([C@@H:4]1[C@@H:33]([O:34][CH2:35][C:36]2[CH:45]=[CH:44][C:43]3[C:38](=[CH:39][CH:40]=[CH:41][CH:42]=3)[CH:37]=2)[C@H:32]([OH:46])[C@@H:31]([CH2:47][O:48][CH2:49][C:50]2[CH:55]=[CH:54][CH:53]=[CH:52][CH:51]=2)[O:30][C@H:5]1[O:6][CH2:7][CH2:8][CH2:9][CH2:10][CH2:11][N:12]([CH2:23][C:24]1[CH:29]=[CH:28][CH:27]=[CH:26][CH:25]=1)[C:13]([O:15][CH2:16][C:17]1[CH:22]=[CH:21][CH:20]=[CH:19][CH:18]=1)=[O:14])=[N+:2]=[N-:3].[CH2:56]1[C:61](=[O:62])N(I)[C:58](=[O:59])[CH2:57]1.[Si](OS(C(F)(F)F)(=O)=O)(C)(C)C>ClCCl>[C:5]([O:30][C@@H:31]1[C@@H:58]([O:59][CH2:23][C:24]2[CH:29]=[CH:28][CH:27]=[CH:26][CH:25]=2)[C@@H:57]([O:15][CH2:16][C:17]2[CH:18]=[CH:19][CH:20]=[CH:21][CH:22]=2)[C@@H:56]([CH2:61][O:62][CH2:35][C:36]2[CH:45]=[CH:44][CH:43]=[CH:38][CH:37]=2)[O:46][C@H:32]1[O:46][C@@H:32]1[C@@H:31]([CH2:47][O:48][CH2:49][C:50]2[CH:51]=[CH:52][CH:53]=[CH:54][CH:55]=2)[O:30][C@H:5]([O:6][CH2:7][CH2:8][CH2:9][CH2:10][CH2:11][N:12]([CH2:23][C:24]2[CH:25]=[CH:26][CH:27]=[CH:28][CH:29]=2)[C:13]([O:15][CH2:16][C:17]2[CH:22]=[CH:21][CH:20]=[CH:19][CH:18]=2)=[O:14])[C@H:4]([N:1]=[N+:2]=[N-:3])[C@H:33]1[O:34][CH2:35][C:36]1[CH:45]=[CH:44][C:43]2[C:38](=[CH:39][CH:40]=[CH:41][CH:42]=2)[CH:37]=1)(=[O:6])[CH3:4]. Procedure: A mixture of galactosyl donor 3 (0.18 g, 0.35 mmol), glucosyl acceptor 4 (0.20 g, 0.27 mmol), and 4 Å MS (0.4 g) in dichloromethane (5 mL) was stirred at room temperature under an atmosphere of argon for 30 min. The reaction mixture was cooled (0° C.) and then NIS (78.7 mg, 0.35 mmol) and TMSOTf (7.0 μL, 0.035 mmol) were sequentially added. The reaction mixture was stirred for 10 min and then quenched with pyridine (50 μL). The reaction mixture was diluted with dichloromethane (5 mL) filtered th... Reactants: CC(C)(CCC(C)(Cl)C)Cl (2,5-dimethyl-2,5-dichlorohexane), C(C)C=1C=C(C=CC1)O (3-ethylphenol), [Cl-].[Al+3].[Cl-].[Cl-] (aluminum chloride), ice water hydrochloric acid. Run in C(CCl)Cl (ethylene dichloride). Run at temperature 95 celsius, time 1.5 hour. The product is C(C)C1=CC(=C2C(CCC(C2=C1)(C)C)(C)C)O (7-ethyl-1,1,4,4-tetramethyl-5-hydroxy-1,2,3,4-tetrahydro-naphthalene). RXN SMILES: [CH3:1][C:2](Cl)([CH2:4][CH2:5][C:6]([CH3:9])(Cl)[CH3:7])[CH3:3].[CH2:11]([C:13]1[CH:14]=[C:15]([OH:19])[CH:16]=[CH:17][CH:18]=1)[CH3:12].[Cl-].[Al+3].[Cl-].[Cl-]>C(Cl)CCl>[CH2:11]([C:13]1[CH:18]=[C:17]2[C:16]([C:2]([CH3:3])([CH3:1])[CH2:4][CH2:5][C:6]2([CH3:9])[CH3:7])=[C:15]([OH:19])[CH:14]=1)[CH3:12] |f:2.3.4.5|. Reported procedure: Next, 2,5-dimethyl-2,5-dichlorohexane (183 g, 1 mol) is stirred with 3-ethylphenol (146.4 g, 1.2 mol) and aluminum chloride (4 g) is added. The mixture is heated at 95° C., with stirring, for 1.5 hr, after which ethylene dichloride (100 ml) is added, and then the heating continued. After 1 hr, the mixture is cooled to 20° C., and poured onto an ice water/hydrochloric acid mixture (150 ml, 10% HCl solution). The mixture is then extracted with toluene (500 ml), the organic layer separated, washed ... Starting materials: P(Br)(Br)Br (phosphorus(III) tribromide), O (Water), P(Br)(Br)Br (Phosphorus(III) tribromide), ClC1=C(OC2=C(C=CC=C2)CO)C=CC(=C1)Cl (1-[2-(2,4-dichlorophenoxy)phenyl]methanol). Run in O1CCOCC1 (dioxane), C(C)(=O)OCC (ethyl acetate). Conditions: time 1 hour. The product is ClC1=C(OC2=C(CBr)C=CC=C2)C=CC(=C1)Cl (2-(2,4-dichlorophenoxy)benzyl bromide). The yield is 57.3%. RXN SMILES: P(Br)(Br)[Br:2].[Cl:5][C:6]1[CH:20]=[C:19]([Cl:21])[CH:18]=[CH:17][C:7]=1[O:8][C:9]1[CH:14]=[CH:13][CH:12]=[CH:11][C:10]=1[CH2:15]O.O>O1CCOCC1.C(OCC)(=O)C>[Cl:5][C:6]1[CH:20]=[C:19]([Cl:21])[CH:18]=[CH:17][C:7]=1[O:8][C:9]1[CH:14]=[CH:13][CH:12]=[CH:11][C:10]=1[CH2:15][Br:2]. Procedure: Phosphorus(III) tribromide (0.41 ml, 4.37 mmol) was added to a solution of 1-[2-(2,4-dichlorophenoxy)phenyl]methanol (420 mg, 1.56 mmol) in dioxane (10 ml). The reaction mixture was stirred for 1 hour at room temperature. Another portion of phosphorus(III) tribromide (0.41 ml, 4.37 mmol) was added. The reaction mixture was stirred for 16 hours at room temperature. It was cooled to 0° C. Water (5 ml) was added dropwise. The reaction mixture was warmed to room temperature and diluted with ethyl ac...